This data is from the Open Reaction Database (ORD), a public repository of structured organic reaction records. The task is: describe an organic reaction: reactants, conditions, products, and yield Starting materials: [Al+3], Cl, CCOC(=O)c1cc(-c2ccc(F)cc2F)on1, [H-], [H-], [H-], [H-], [Li+], C1CCOC1. The product is OCc1cc(-c2ccc(F)cc2F)on1. As a reaction SMILES: [Al+3:2].[ClH:25].[F:7][c:8]1[c:9](-[c:15]2[cH:16][c:17]([C:20](=[O:21])[O:22][CH2:23][CH3:24])[n:18][o:19]2)[cH:10][cH:11][c:12]([F:14])[cH:13]1.[H-:1].[H-:4].[H-:5].[H-:6].[Li+:3].[O:26]1[CH2:27][CH2:28][CH2:29][CH2:30]1>>[F:7][c:8]1[c:9](-[c:15]2[cH:16][c:17]([CH2:20][OH:21])[n:18][o:19]2)[cH:10][cH:11][c:12]([F:14])[cH:13]1.